From a dataset of the Open Reaction Database (ORD), a public repository of structured organic reaction records. describe an organic reaction: reactants, conditions, products, and yield Starting materials: OC1CCC(N(C1)C(=O)C1=C(N=C(S1)C)C1=CC=CC=C1)CNC(=O)C=1C=CC=C2C=CC=NC12 (N-((5-hydroxy-1-(2-methyl-4-phenylthiazole-5-carbonyl)piperidin-2-yl)methyl)quinoline-8-carboxamide), COCCN(CCOC)S(F)(F)F (bis(2-methoxyethyl)aminosulfur trifluoride). The solvent is C(Cl)Cl (DCM), C(Cl)Cl (DCM). Reaction conditions: temperature -78 celsius, time 1.5 hour. Product: FC1CCC(N(C1)C(=O)C1=C(N=C(S1)C)C1=CC=CC=C1)CNC(=O)C=1C=CC=C2C=CC=NC12 (N-((5-fluoro-1-(2-methyl-4-phenylthiazole-5-carbonyl)piperidin-2-yl)methyl)quinoline-8-carboxamide). Reaction SMILES: O[CH:2]1[CH2:7][N:6]([C:8]([C:10]2[S:14][C:13]([CH3:15])=[N:12][C:11]=2[C:16]2[CH:21]=[CH:20][CH:19]=[CH:18][CH:17]=2)=[O:9])[CH:5]([CH2:22][NH:23][C:24]([C:26]2[CH:27]=[CH:28][CH:29]=[C:30]3[C:35]=2[N:34]=[CH:33][CH:32]=[CH:31]3)=[O:25])[CH2:4][CH2:3]1.COCCN(S(F)(F)[F:46])CCOC>C(Cl)Cl>[F:46][CH:2]1[CH2:7][N:6]([C:8]([C:10]2[S:14][C:13]([CH3:15])=[N:12][C:11]=2[C:16]2[CH:21]=[CH:20][CH:19]=[CH:18][CH:17]=2)=[O:9])[CH:5]([CH2:22][NH:23][C:24]([C:26]2[CH:27]=[CH:28][CH:29]=[C:30]3[C:35]=2[N:34]=[CH:33][CH:32]=[CH:31]3)=[O:25])[CH2:4][CH2:3]1. Procedure details: A solution of N-((5-hydroxy-1-(2-methyl-4-phenylthiazole-5-carbonyl)piperidin-2-yl)methyl)quinoline-8-carboxamide (0.07 mmol, 0.036 g) in DCM (0.3 mL) was added to a mixture of bis(2-methoxyethyl)aminosulfur trifluoride (0.14 mmol, 0.027 mL) in DCM (0.2 mL) at −78° C. under argon. The resulting mixture was stirred at −78° C. for 1 h and at rt for another 1.5 h. The desired product was purified by preparative TLC to give N-((5-fluoro-1-(2-methyl-4-phenylthiazole-5-carbonyl)piperidin-2-yl)methyl)q... Starting materials: ClC1=C(C=C(C=2N=C(NC21)C(F)(F)F)[N+](=O)[O-])C(F)(F)F (4-chloro-7-nitro-2,5-bis(trifluoromethyl)benzimidazole), ClC1=C(C=C(C=2N=C(NC21)C(F)(F)F)[N+](=O)[O-])C(F)(F)F (4-Chloro-7-nitro-2,5-bis(trifluoromethyl)benzimidazole), C(C)O (ethanol), [Na] (Sodium), C(C)O (ethanol). The solvent is O (water). Product: C(C)OC1=C(C=C(C=2N=C(NC21)C(F)(F)F)[N+](=O)[O-])C(F)(F)F (4-ethoxy-7-nitro-2,5-bis(trifluoromethyl)benzimidazole). As a reaction SMILES: Cl[C:2]1[C:10]2[NH:9][C:8]([C:11]([F:14])([F:13])[F:12])=[N:7][C:6]=2[C:5]([N+:15]([O-:17])=[O:16])=[CH:4][C:3]=1[C:18]([F:21])([F:20])[F:19].[CH2:22]([OH:24])[CH3:23].[Na]>O>[CH2:22]([O:24][C:2]1[C:10]2[NH:9][C:8]([C:11]([F:14])([F:13])[F:12])=[N:7][C:6]=2[C:5]([N+:15]([O-:17])=[O:16])=[CH:4][C:3]=1[C:18]([F:21])([F:20])[F:19])[CH3:23] |^1:24|. Procedure: 4-Chloro-7-nitro-2,5-bis(trifluoromethyl)benzimidazole (3.0 grams; 0.09 mole) was added to about 100 milliliters of ethanol, and the mixture was then refluxed overnight (3.0 grams) and the starting material was recovered. Sodium (.42 gram; 0.018 mole) was added to 100 milliliters of ethanol, and the recovered 4-chloro-7-nitro-2,5-bis(trifluoromethyl)benzimidazole was added at room temperature and the resulting reaction mixture was stirred at room temperature over a weekend. TLC showed only the s...